This data is from the Open Reaction Database (ORD), a public repository of structured organic reaction records. The task is: describe an organic reaction: reactants, conditions, products, and yield Starting materials: [Al+3], O=C(O)C(O)C(O)C(=O)O, CCN(CC)C(=O)NC1CC2c3cccc4[nH]c(C)c(c34)CC2N(C)C1, CC(=O)Cl, [Cl-], [Cl-], [Cl-], ClCCl, N, O. Yields the product CCN(CC)C(=O)NC1CC2c3cc(C(C)=O)cc4[nH]c(C)c(c34)CC2N(C)C1. RXN SMILES: [Al+3:2].[C:35]([OH:36])(=[O:37])[CH:38]([CH:39]([C:40]([OH:41])=[O:42])[OH:43])[OH:44].[CH2:9]([CH3:10])[N:11]([C:12](=[O:13])[NH:14][CH:15]1[CH2:16][N:17]([CH3:32])[CH:18]2[CH2:19][c:20]3[c:21]([CH3:31])[nH:22][c:23]4[cH:24][cH:25][cH:26][c:27]([c:30]34)[CH:28]2[CH2:29]1)[CH2:33][CH3:34].[CH3:5][C:6]([Cl:7])=[O:8].[Cl-:1].[Cl-:3].[Cl-:4].[Cl:46][CH2:47][Cl:48].[NH3:45].[OH2:49]>>[CH3:5][C:6](=[O:8])[c:25]1[cH:24][c:23]2[nH:22][c:21]([CH3:31])[c:20]3[c:30]2[c:27]([cH:26]1)[CH:28]1[CH:18]([N:17]([CH3:32])[CH2:16][CH:15]([NH:14][C:12]([N:11]([CH2:9][CH3:10])[CH2:33][CH3:34])=[O:13])[CH2:29]1)[CH2:19]3. Starting materials: OCCCO, CN(C)C=O, O=c1[nH]cnc2cc(F)ccc12, [H-], [Na+]. The product is O=c1[nH]cnc2cc(OCCCO)ccc12. Reaction SMILES: [CH2:3]([CH2:4][CH2:5][OH:6])[OH:7].[CH3:20][N:21]([CH3:22])[CH:23]=[O:24].[F:8][c:9]1[cH:10][cH:11][c:12]2[c:13](=[O:19])[nH:14][cH:15][n:16][c:17]2[cH:18]1.[H-:1].[Na+:2]>>[CH2:3]([CH2:4][CH2:5][OH:6])[O:7][c:9]1[cH:10][cH:11][c:12]2[c:13](=[O:19])[nH:14][cH:15][n:16][c:17]2[cH:18]1. Starting materials: Nc1ncc(Br)nc1OCc1c(F)ccc(F)c1Cl, OB(O)c1ccc2[nH]ccc2c1. Product: Nc1ncc(-c2ccc3[nH]ccc3c2)nc1OCc1c(F)ccc(F)c1Cl. RXN SMILES: [Br:1][c:2]1[n:3][c:4]([O:9][CH2:10][c:11]2[c:12]([Cl:19])[c:13]([F:18])[cH:14][cH:15][c:16]2[F:17])[c:5]([NH2:8])[n:6][cH:7]1.[nH:20]1[cH:21][cH:22][c:23]2[cH:24][c:25]([B:29]([OH:30])[OH:31])[cH:26][cH:27][c:28]12>>[c:2]1(-[c:25]2[cH:24][c:23]3[cH:22][cH:21][nH:20][c:28]3[cH:27][cH:26]2)[n:3][c:4]([O:9][CH2:10][c:11]2[c:12]([Cl:19])[c:13]([F:18])[cH:14][cH:15][c:16]2[F:17])[c:5]([NH2:8])[n:6][cH:7]1. The reactants are C(CCCC)[C@@H]1CC[C@H](CC1)C1=CC=C(CO)C=C1 (4-(trans-4-pentylcyclohexyl)benzyl alcohol), P(Cl)(Cl)Cl (PCl3), [C-]#N.[Na+] (NaCN), CS(=O)C (dimethyl sulfoxide). Solvent: O (water). Yields the product C(CCCC)[C@@H]1CC[C@H](CC1)C1=CC=C(C=C1)CC#N (4-(trans-4-pentylcyclohexyl)phenylacetonitrile). RXN SMILES: [CH2:1]([C@H:6]1[CH2:11][CH2:10][C@H:9]([C:12]2[CH:19]=[CH:18][C:15]([CH2:16]O)=[CH:14][CH:13]=2)[CH2:8][CH2:7]1)[CH2:2][CH2:3][CH2:4][CH3:5].P(Cl)(Cl)Cl.[C-:24]#[N:25].[Na+].CS(C)=O>O>[CH2:1]([C@H:6]1[CH2:11][CH2:10][C@H:9]([C:12]2[CH:19]=[CH:18][C:15]([CH2:16][C:24]#[N:25])=[CH:14][CH:13]=2)[CH2:8][CH2:7]1)[CH2:2][CH2:3][CH2:4][CH3:5] |f:2.3|. Reported procedure: 27.9 g of 4-(trans-4-pentylcyclohexyl)benzyl chloride (obtained by chloromethylation of trans-4-pentyl-1-phenylcyclohexane or by esterification of 4-(trans-4-pentylcyclohexyl)benzoic acid, reduction of the methyl or ethyl ester obtained to give 4-(trans-4-pentylcyclohexyl)benzyl alcohol and reaction with PCl3) was added within 15 minutes at 60°, with stirring, to a mixture of 5.5 g of NaCN and 40 ml of dimethyl sulfoxide. The mixture was heated at 70° for 6 hours, cooled down, poured into water ... Reactants: FC(C(=O)O)(F)F.C(CCC)NC1=NC(=C2N=C(NC2=N1)OC)N (N2-butyl-8-methoxy-9H-purine-2,6-diamine trifluoroacetic acid salt), C([O-])([O-])=O.[K+].[K+] (potassium carbonate), CN(C=O)C (N,N-dimethylformamide), CS(=O)(=O)OCC1COCC1 (Tetrahydro-3-furanylmethyl methanesulfonate). Run at temperature 60 celsius, time 1 hour. The product is C(CCC)OC1=NC(=C2N=C(N(C2=N1)CC1COCC1)OC)N (2-(Butyloxy)-8-(methyloxy)-9-(tetrahydro-3-furanylmethyl)-9H-purin-6-amine). Reaction SMILES: F[C:2](F)(F)[C:3](O)=O.C(N[C:13]1[N:21]=[C:20]2[C:16]([N:17]=[C:18]([O:22][CH3:23])[NH:19]2)=[C:15]([NH2:24])[N:14]=1)CCC.[C:25](=[O:28])([O-])[O-].[K+].[K+].CS(O[CH2:36][CH:37]1[CH2:41][CH2:40][O:39][CH2:38]1)(=O)=O.[CH3:42]N(C)C=O>>[CH2:25]([O:28][C:13]1[N:21]=[C:20]2[C:16]([N:17]=[C:18]([O:22][CH3:23])[N:19]2[CH2:36][CH:37]2[CH2:41][CH2:40][O:39][CH2:38]2)=[C:15]([NH2:24])[N:14]=1)[CH2:42][CH2:2][CH3:3] |f:0.1,2.3.4|. Reported procedure: A stirring mixture of N2-butyl-8-methoxy-9H-purine-2,6-diamine trifluoroacetic acid salt (3.25 gm) and potassium carbonate (3.83 gm) in dry N,N-dimethylformamide (30 ml) was heated with stirring at 60° C. for 1 h. Tetrahydro-3-furanylmethyl methanesulfonate (2 gm, Isomer 1) was added and the stirring mixture heated at 90° C. for 3 h. The solvent was evaporated, water was added and the mixture extracted three times with ethyl acetate. The combined extracts were washed with water then brine, dried... Starting materials: C(CCC)[Sn](C=1SC=CC1)(CCCC)CCCC (2-Tributylstannylthiophene), BrN1SNC2=C1C=C(C(=C2Br)[N+](=O)[O-])[N+](=O)[O-] (1,4-dibromo-5,6-dinitro-2,1,3-benzothiadiazole). The reagents and catalysts are Cl[Pd]([P](C1=CC=CC=C1)(C2=CC=CC=C2)C3=CC=CC=C3)([P](C4=CC=CC=C4)(C5=CC=CC=C5)C6=CC=CC=C6)Cl (Pd(PPh3)2Cl2). Run in C1CCOC1 (THF). Run at time 16 hour. Yields the product S1C(=CC=C1)N1SNC2=C1C=C(C(=C2C=2SC=CC2)[N+](=O)[O-])[N+](=O)[O-] (1,4-di(2-thienyl)-5,6-dinitro-2,1,3-benzothiadiazole). RXN SMILES: C([Sn](CCCC)(CCCC)[C:6]1[S:7][CH:8]=[CH:9][CH:10]=1)CCC.Br[N:20]1[C:24]2[CH:25]=[C:26]([N+:33]([O-:35])=[O:34])[C:27]([N+:30]([O-:32])=[O:31])=[C:28](Br)[C:23]=2[NH:22][S:21]1>C1COCC1.Cl[Pd](Cl)([P](C1C=CC=CC=1)(C1C=CC=CC=1)C1C=CC=CC=1)[P](C1C=CC=CC=1)(C1C=CC=CC=1)C1C=CC=CC=1>[S:7]1[CH:8]=[CH:9][CH:10]=[C:6]1[N:20]1[C:24]2[CH:25]=[C:26]([N+:33]([O-:35])=[O:34])[C:27]([N+:30]([O-:32])=[O:31])=[C:28]([C:6]3[S:7][CH:8]=[CH:9][CH:10]=3)[C:23]=2[NH:22][S:21]1 |^1:43,62|. Procedure: 2-Tributylstannylthiophene (9.06 g, 24.3 mmol) and 1,4-dibromo-5,6-dinitro-2,1,3-benzothiadiazole (3.80 g, 9.90 mmol) were dissolved in anhydrous THF (150 mL). After adding Pd(PPh3)2Cl2 (338 mg, 0.48 mmol), reflux was performed for 16 hours. After the reaction was terminated, the temperature was raised to room temperature and the solvent was removed. The product was extracted with dichloromethane and distilled water, dried, subjected to column chromatography (neutral alumina, hexane) and recryst...